From a dataset of the Open Reaction Database (ORD), a public repository of structured organic reaction records. describe an organic reaction: reactants, conditions, products, and yield Reactants: FCC(=O)Cl (Fluoroacetyl chloride), CC1(OC(CC(O1)=O)=O)C (2,2-dimethyl-1,3-dioxane-4,6-dione), N1=CC=CC=C1 (pyridine). Run in C(Cl)Cl (methylene chloride), C(Cl)Cl (methylene chloride). Reaction conditions: time 16 hour. The product is FCC(CC(=O)OC)=O (methyl 4-fluoro-3-oxobutanoate). Yield: 65.4%. Reaction SMILES: [F:1][CH2:2][C:3](Cl)=[O:4].[CH3:6][C:7]1(C)[O:12]C(=O)C[C:9](=O)[O:8]1.N1C=CC=CC=1>C(Cl)Cl>[F:1][CH2:2][C:3](=[O:4])[CH2:6][C:7]([O:8][CH3:9])=[O:12]. Reported procedure: Fluoroacetyl chloride (7.1 g, 73 mmoles) was added dropwise to a stirred solution of 2,2-dimethyl-1,3-dioxane-4,6-dione (10.65 g, 74 mmoles) and pyridine (16.85 ml, 210 mmoles) in methylene chloride (75 ml) keeping the temperature below 10°. After stirring for 16 hours at room temperature the solution was diluted with methylene chloride (100 ml and then washed with 1N hydrochloric acid (200 ml) and water (100 ml). The organic extract was dried (Na2SO4) and the solvent removed in vacuo. The resid... Reactants: CO, Cl, CC(C)(c1ccccc1)c1ccc(-c2cnn(C(N)=O)c2N)cc1, [Na+], [OH-], O. Yields the product CC(C)(c1ccccc1)c1ccc(-c2c[nH]nc2N)cc1. RXN SMILES: [CH3:29][OH:30].[ClH:28].[NH2:1][c:2]1[n:3]([C:22](=[O:23])[NH2:24])[n:4][cH:5][c:6]1-[c:7]1[cH:8][cH:9][c:10]([C:13]([CH3:14])([CH3:15])[c:16]2[cH:17][cH:18][cH:19][cH:20][cH:21]2)[cH:11][cH:12]1.[Na+:26].[OH-:25].[OH2:27]>>[NH2:1][c:2]1[n:3][nH:4][cH:5][c:6]1-[c:7]1[cH:8][cH:9][c:10]([C:13]([CH3:14])([CH3:15])[c:16]2[cH:17][cH:18][cH:19][cH:20][cH:21]2)[cH:11][cH:12]1. Starting materials: C(C)N(CC)C\C=C(\C(OC)OC)/C ((E)-N,N-diethyl-4,4-dimethoxy-3-methyl-2-butenylamine), [(S)-(6,6'-dimethyl-2,2'-biphenylylene)-bis(diphenylphosphine)]rhodium (I) tetrafluoroborate. Solvent: O1CCCC1 (tetrahydrofuran). Run at temperature 90 celsius. Product: C(C)N(CC)\C=C\[C@@H](C(OC)OC)C ((1E,3S)-N,N-diethyl-4,4-dimethoxy-3-methyl-1-butenylamine). Reaction SMILES: [CH2:1]([N:3]([CH2:6]/[CH:7]=[C:8](\[CH3:14])/[CH:9]([O:12][CH3:13])[O:10][CH3:11])[CH2:4][CH3:5])[CH3:2]>O1CCCC1>[CH2:1]([N:3](/[CH:6]=[CH:7]/[C@H:8]([CH3:14])[CH:9]([O:12][CH3:13])[O:10][CH3:11])[CH2:4][CH3:5])[CH3:2]. Procedure details: A Pyrex bomb tube was charged with 2.02 g (10 mmol) of (E)-N,N-diethyl-4,4-dimethoxy-3-methyl-2-butenylamine, 10 ml of tetrahydrofuran and 83.2 mg (0.10 mmol) of [η4 -bicyclo[2.2.1]hepta-2,5-diene][(S)-(6,6'-dimethyl-2,2'-biphenylylene)-bis(diphenylphosphine)]rhodium (I) tetrafluoroborate. After degasifying the mixture, the tube was sealed and heated at 90° C. for 56 hours in a bomb tube oven. The red-brown solution was evaporated and the residue was distilled in a bulb-tube at about 70°/0.2 mmH... Starting materials: N#Cc1ccc(CCc2n[nH]c3c2c(=O)n(-c2ccccc2)c2ncccc32)cc1, CS(C)=O, O, O=S(=O)(O)O. Product: O=C(O)c1ccc(CCc2n[nH]c3c2c(=O)n(-c2ccccc2)c2ncccc32)cc1. As a reaction SMILES: [C:1](#[N:2])[c:3]1[cH:4][cH:5][c:6]([CH2:9][CH2:10][c:11]2[n:12][nH:13][c:14]3[c:15]2[c:16](=[O:30])[n:17](-[c:24]2[cH:25][cH:26][cH:27][cH:28][cH:29]2)[c:18]2[n:19][cH:20][cH:21][cH:22][c:23]32)[cH:7][cH:8]1.[CH3:37][S:38]([CH3:39])=[O:40].[OH2:36].[S:31]([OH:32])(=[O:33])(=[O:34])[OH:35]>>[C:1]([c:3]1[cH:4][cH:5][c:6]([CH2:9][CH2:10][c:11]2[n:12][nH:13][c:14]3[c:15]2[c:16](=[O:30])[n:17](-[c:24]2[cH:25][cH:26][cH:27][cH:28][cH:29]2)[c:18]2[n:19][cH:20][cH:21][cH:22][c:23]32)[cH:7][cH:8]1)([OH:32])=[O:36]. Reactants: [Be+2], Cc1ccccc1, COc1ccc(C=O)c(OC)c1C, [Cl-], [Cl-], Cl. The product is COc1ccc(C=O)c(O)c1C. As a reaction SMILES: [Be+2:15].[CH3:18][c:19]1[cH:20][cH:21][cH:22][cH:23][cH:24]1.[CH3:1][O:2][c:3]1[c:4]([CH:5]=[O:6])[cH:7][cH:8][c:9]([O:12][CH3:13])[c:10]1[CH3:11].[Cl-:14].[Cl-:16].[ClH:17]>>[OH:2][c:3]1[c:4]([CH:5]=[O:6])[cH:7][cH:8][c:9]([O:12][CH3:13])[c:10]1[CH3:11].